From a dataset of the Open Reaction Database (ORD), a public repository of structured organic reaction records. describe an organic reaction: reactants, conditions, products, and yield Reactants: CC1=C(OC=C1)C(=O)O (3-methylfuran-2-carboxylic acid), ON1N=NC2=C1C=CC=C2 (1-hydroxybenzotriazole), Cl.C(C)N=C=NCCCN(C)C (1-ethyl-3-(3-dimethylaminopropyl)-carbodiimide hydrochloride), C(C)(C)N(C(C)C)CC (N,N-diisopropylethylamine), C(C1=CC=CC=C1)N (benzylamine). Run in CN(C=O)C (N,N-dimethylformamide), C(C)(=O)OCC (ethyl acetate). Reaction conditions: time 16 hour. The product is C(C1=CC=CC=C1)NC(=O)C=1OC=CC1C (N-benzyl-3-methylfuran-2-carboxamide). Yield: 42.2%. RXN SMILES: [CH3:1][C:2]1[CH:6]=[CH:5][O:4][C:3]=1[C:7]([OH:9])=O.ON1C2C=CC=CC=2N=N1.Cl.C(N=C=NCCCN(C)C)C.C(N(CC)C(C)C)(C)C.[CH2:41]([NH2:48])[C:42]1[CH:47]=[CH:46][CH:45]=[CH:44][CH:43]=1>CN(C)C=O.C(OCC)(=O)C>[CH2:41]([NH:48][C:7]([C:3]1[O:4][CH:5]=[CH:6][C:2]=1[CH3:1])=[O:9])[C:42]1[CH:47]=[CH:46][CH:45]=[CH:44][CH:43]=1 |f:2.3|. Procedure: To a mixture of 3-methylfuran-2-carboxylic acid (0.79 g, 6.28 mmol), 1-hydroxybenzotriazole (1.27 g, 9.42 mmol) and 1-ethyl-3-(3-dimethylaminopropyl)-carbodiimide hydrochloride (1.81 g, 9.42 mmol) in N,N-dimethylformamide (6 mL) was added N,N-diisopropylethylamine (3.30 mL, 18.94 mmol) and benzylamine (0.69 mL, 6.28 mmol). The reaction mixture was stirred for 16 hours, and then diluted with ethyl acetate (75 mL). The organic layer was washed with 10% aqueous hydrochloric acid (2×25 mL), saturate... Starting materials: O=P(Cl)(Cl)Cl (POCl3), ClC=1C=C2N=C(C(NC2=CC1Cl)=O)C (6,7-Dichloro-3-methyl-1H-quinoxalin-2-one). Reagents/catalysts: CN(C1=CC=NC=C1)C (4-dimethylaminopyridine). The product is ClC1=NC2=CC(=C(C=C2N=C1C)Cl)Cl (2,6,7-Trichloro-3-methylquinoxaline). RXN SMILES: O=P(Cl)(Cl)[Cl:3].[Cl:6][C:7]1[CH:8]=[C:9]2[C:14](=[CH:15][C:16]=1[Cl:17])[NH:13][C:12](=O)[C:11]([CH3:19])=[N:10]2>CN(C)C1C=CN=CC=1>[Cl:3][C:12]1[C:11]([CH3:19])=[N:10][C:9]2[C:14](=[CH:15][C:16]([Cl:17])=[C:7]([Cl:6])[CH:8]=2)[N:13]=1. Procedure: POCl3 was added to 6,7-Dichloro-3-methyl-1H-quinoxalin-2-one (10 g, 44 mmol) and 4-dimethylaminopyridine (1 g) and the mixture was refluxed for 0.5 hours. After cooling, the mixture was poured onto ice (500 ml), filtered and washed with water to afford the title compound. Starting materials: C(C)(C)(C)OC([C@H](CNC(=O)C1=CC=C(C=C1)C1=CC(=CC=C1)NC1=NC=CC=N1)NS(=O)(=O)C1=CC=CC=C1)=O (3'(Pyrimidin-2-yl-amino)-biphenyl-4-carbonyl-2(S)-phenylsulfonylamino-β-alanine tert-butyl ester), C(=O)(C(F)(F)F)O (TFA). Run in C(Cl)Cl (CH2Cl2). Reaction conditions: time 2 hour. Yields the product N1=C(NCCC1)NC=1C=C(C=CC1)C1=CC=C(C=C1)C(=O)NC[C@@H](C(=O)O)NS(=O)(=O)C1=CC=CC=C1 (3'-[N-(3,4,5,6-tetrahydropyrimidin-2-yl)amino]biphenyl-4-carbonyl-2(S)-phenylsulfonylamino-β-alanine). As a reaction SMILES: C([O:5][C:6](=[O:41])[C@@H:7]([NH:31][S:32]([C:35]1[CH:40]=[CH:39][CH:38]=[CH:37][CH:36]=1)(=[O:34])=[O:33])[CH2:8][NH:9][C:10]([C:12]1[CH:17]=[CH:16][C:15]([C:18]2[CH:23]=[CH:22][CH:21]=[C:20]([NH:24][C:25]3[N:30]=[CH:29][CH:28]=[CH:27][N:26]=3)[CH:19]=2)=[CH:14][CH:13]=1)=[O:11])(C)(C)C.C(O)(C(F)(F)F)=O>C(Cl)Cl>[N:26]1[CH2:27][CH2:28][CH2:29][NH:30][C:25]=1[NH:24][C:20]1[CH:19]=[C:18]([C:15]2[CH:14]=[CH:13][C:12]([C:10]([NH:9][CH2:8][C@H:7]([NH:31][S:32]([C:35]3[CH:40]=[CH:39][CH:38]=[CH:37][CH:36]=3)(=[O:34])=[O:33])[C:6]([OH:41])=[O:5])=[O:11])=[CH:17][CH:16]=2)[CH:23]=[CH:22][CH:21]=1. Procedure: A solution of 1-9 (175 mg, 0.305 mmol), TFA (3 mL) and CH2Cl2 (3 mL) was stirred at ambient temperature for 3.0 hours. The reaction was concentrated and then azeotroped with toluene (3×10 mL). The residue was dissolved in 5:1 AcOH/HCl (36 mL). 10% Pd/C (150 mg) was added and the mixture was shaken under 62 psi of hydrogen gas for 2.0 hours. Following filtration and evaporative removal of the solvent, the residue was chromatographed (silica gel, 10:1:1 EtOH/ NH4OH/H2O) to give 1-10 as a colorless... Starting materials: O[C@@H](CCC1C(CCC/C=C/C2=C(C(=O)O)C(=CC(=C2)OCC2=CC=CC=C2)OCC2=CC=CC=C2)OCCO1)C (2-(10(R)-hydroxy-6-ethylenedioxy-trans-undecenyl)-4,6-dibenzyloxybenzoic acid), O1CCCC1 (tetrahydrofuran), Cl(=O)(=O)(=O)O (perchloric acid). Solvent: O (water). Run at time 6 hour. The product is O[C@@H](CCCC(CCC/C=C/C1=C(C(=O)O)C(=CC(=C1)OCC1=CC=CC=C1)OCC1=CC=CC=C1)=O)C (2-(10(R)-Hydroxy-6-oxo-trans-undecenyl)-4,6-dibenzyloxybenzoic Acid). As a reaction SMILES: [OH:1][C@H:2]([CH3:41])[CH2:3][CH2:4][CH:5]1OCC[O:37][CH:6]1[CH2:7][CH2:8][CH2:9]/[CH:10]=[CH:11]/[C:12]1[CH:20]=[C:19]([O:21][CH2:22][C:23]2[CH:28]=[CH:27][CH:26]=[CH:25][CH:24]=2)[CH:18]=[C:17]([O:29][CH2:30][C:31]2[CH:36]=[CH:35][CH:34]=[CH:33][CH:32]=2)[C:13]=1[C:14]([OH:16])=[O:15].O1CCCC1.Cl(O)(=O)(=O)=O>O>[OH:1][C@H:2]([CH3:41])[CH2:3][CH2:4][CH2:5][C:6](=[O:37])[CH2:7][CH2:8][CH2:9]/[CH:10]=[CH:11]/[C:12]1[CH:20]=[C:19]([O:21][CH2:22][C:23]2[CH:28]=[CH:27][CH:26]=[CH:25][CH:24]=2)[CH:18]=[C:17]([O:29][CH2:30][C:31]2[CH:32]=[CH:33][CH:34]=[CH:35][CH:36]=2)[C:13]=1[C:14]([OH:16])=[O:15]. Reported procedure: To a solution of 20 g. of 2-(10(R)-hydroxy-6-ethylenedioxy-trans-undecenyl)-4,6-dibenzyloxybenzoic acid in 150 ml. of tetrahydrofuran is added, while cooling, 100 ml. of an aqueous solution containing 220 g. perchloric acid per liter. The mixture is stirred for 6 hours at room temperature, then poured into water and extracted with chloroform. The extract is washed with water and an aqueous solution saturated with sodium chloride and is dried over sodium sulfate. Upon removal of the solvents, 17.... Reactants: COC([C@H](CC1=CC=C(C=C1)C1=C(C=CC=C1)O)NC(C1=C(C=CC(=C1)Br)OCCCCCCC)=O)=O ((2S)-(5-bromo-2-heptyloxy-benzoylamino)-3-(2′-hydroxy-biphenyl-4-yl)-propionic acid methyl ester), FC(C1=CC=C(C=C1)B(O)O)(F)F (4-trifluoromethylphenylboronic acid). The product is COC([C@H](CC1=CC=C(C=C1)C1=C(C=CC=C1)OC1=CC=C(C=C1)C(F)(F)F)NC(C1=C(C=CC(=C1)Br)OCCCCCCC)=O)=O ((2S)-(5-bromo-2-heptyloxy-benzoylamino)-3-[2′-(4-trifluoromethyl-phenoxy)-biphenyl-4-yl]-propionic acid methyl ester). As a reaction SMILES: [CH3:1][O:2][C:3](=[O:37])[C@@H:4]([NH:19][C:20](=[O:36])[C:21]1[CH:26]=[C:25]([Br:27])[CH:24]=[CH:23][C:22]=1[O:28][CH2:29][CH2:30][CH2:31][CH2:32][CH2:33][CH2:34][CH3:35])[CH2:5][C:6]1[CH:11]=[CH:10][C:9]([C:12]2[CH:17]=[CH:16][CH:15]=[CH:14][C:13]=2[OH:18])=[CH:8][CH:7]=1.[F:38][C:39]([F:50])([F:49])[C:40]1[CH:45]=[CH:44][C:43](B(O)O)=[CH:42][CH:41]=1>>[CH3:1][O:2][C:3](=[O:37])[C@@H:4]([NH:19][C:20](=[O:36])[C:21]1[CH:26]=[C:25]([Br:27])[CH:24]=[CH:23][C:22]=1[O:28][CH2:29][CH2:30][CH2:31][CH2:32][CH2:33][CH2:34][CH3:35])[CH2:5][C:6]1[CH:7]=[CH:8][C:9]([C:12]2[CH:17]=[CH:16][CH:15]=[CH:14][C:13]=2[O:18][C:43]2[CH:44]=[CH:45][C:40]([C:39]([F:50])([F:49])[F:38])=[CH:41][CH:42]=2)=[CH:10][CH:11]=1. Procedure details: The title compound was the prepared from (2S)-(5-bromo-2-heptyloxy-benzoylamino)-3-(2′-hydroxy-biphenyl-4-yl)-propionic acid methyl ester (0.080 g, 0.140 mmol) and 4-trifluoromethylphenylboronic acid (0.050 g, 0.281 mmol) as per general procedure G to give (2S)-(5-bromo-2-heptyloxy-benzoylamino)-3-[2′-(4-trifluoromethyl-phenoxy)-biphenyl-4-yl]-propionic acid methyl ester which was further hydrolyzed as per general procedure C to give the title compound (0.020 g, 30% yield). The reactants are BrCC1=CC=C(OCC(=O)OCC=C)C=C1 (Allyl 2-(4-bromomethylphenoxy)acetate), NC1=C(C(=O)C2=CC=C(C=C2)O)C=C(C=C1)Cl (2-amino-5-chloro-4'-hydroxybenzophenone), C1(=CC=CC=C1)C (toluene), C[Si](C)(C)[N-][Si](C)(C)C.[K+] (Potassium bis(trimethylsilyl)amide). Run in CN(C)C=O (DMF). Yields the product C(C=C)OC(COC1=CC=C(C=C1)COC1=CC=C(C=C1)C(C1=C(C=CC(=C1)Cl)N)=O)=O (4-(4-(2-Amino-5-chloro-benzoyl)-phenoxymethyl) phenoxyacetic acid allyl ester). Reaction SMILES: [NH2:1][C:2]1[CH:16]=[CH:15][C:14]([Cl:17])=[CH:13][C:3]=1[C:4]([C:6]1[CH:11]=[CH:10][C:9]([OH:12])=[CH:8][CH:7]=1)=[O:5].C[Si]([N-][Si](C)(C)C)(C)C.[K+].C1(C)C=CC=CC=1.Br[CH2:36][C:37]1[CH:50]=[CH:49][C:40]([O:41][CH2:42][C:43]([O:45][CH2:46][CH:47]=[CH2:48])=[O:44])=[CH:39][CH:38]=1>CN(C=O)C>[CH2:46]([O:45][C:43](=[O:44])[CH2:42][O:41][C:40]1[CH:39]=[CH:38][C:37]([CH2:36][O:12][C:9]2[CH:8]=[CH:7][C:6]([C:4](=[O:5])[C:3]3[CH:13]=[C:14]([Cl:17])[CH:15]=[CH:16][C:2]=3[NH2:1])=[CH:11][CH:10]=2)=[CH:50][CH:49]=1)[CH:47]=[CH2:48] |f:1.2|. Procedure: A solution was formed by dissolving 2-amino-5-chloro-4'-hydroxybenzophenone (1.72 g, 8.07 mmol) in 40 mL of DMF. Potassium bis(trimethylsilyl)amide that was 0.5M in toluene (16.1 mL, 8.07 mmol, 1.0 equivalents) was added dropwise with stirring. Allyl 2-(4-bromomethylphenoxy)acetate (2.30 g, 8.07 mmol, 1.0 equivalents) was then added and the resulting orange slurry was stirred at ambient temperature for 45 minutes. The slurry was concentrated in vacuo, then diluted with CH2Cl2 (150 mL) and was ex... Starting materials: C(C)(=O)[O-].[Na+] (sodium acetate), COC1=CC=C(C=C1)NN (p-methoxyphenylhydrazine), C(CC(=O)C)(=O)OCC (ethyl acetoacetate). Solvent: O (water), C(C)O (ethanol). Reaction conditions: time 15 minute. Yields the product COC1=CC=C(C=C1)N1N=C(CC1=O)C (1-(p-methoxyphenyl)-3-methyl-2-pyrazolin-5-one). Reaction SMILES: [CH3:1][O:2][C:3]1[CH:8]=[CH:7][C:6]([NH:9][NH2:10])=[CH:5][CH:4]=1.C([O-])(=O)C.[Na+].[C:16](OCC)(=[O:21])[CH2:17][C:18]([CH3:20])=O>C(O)C.O>[CH3:1][O:2][C:3]1[CH:8]=[CH:7][C:6]([N:9]2[C:16](=[O:21])[CH2:17][C:18]([CH3:20])=[N:10]2)=[CH:5][CH:4]=1 |f:1.2|. Reported procedure: The starting material is obtained as follows: To the suspension of 2,700 g of p-methoxyphenylhydrazine in 24,600 ml of 50% aqueous ethanol, the solution of 1,411 g of sodium acetate in 3,000 ml of water is added while stirring under nitrogen at room temperature for 15 minutes, followed by 2,148 g of ethyl acetoacetate during 30 minutes at 25°-30°. The mixture is refluxed for 45 minutes, slowly cooled to 10° and stirred overnight. The precipitate formed is filtered off, washed twice with 2,000 ml... Starting materials: COCCOC, CC[S-], CC(=O)Nc1ccc([N+](=O)[O-])c(Cl)c1, [Na+]. Product: CCSc1cc(NC(C)=O)ccc1[N+](=O)[O-]. Reaction SMILES: [CH2:19]([CH2:20][O:21][CH3:22])[O:23][CH3:24].[CH3:1][CH2:2][S-:3].[Cl:5][c:6]1[c:7]([N+:16](=[O:17])[O-:18])[cH:8][cH:9][c:10]([NH:12][C:13]([CH3:14])=[O:15])[cH:11]1.[Na+:4]>>[CH3:1][CH2:2][S:3][c:6]1[c:7]([N+:16](=[O:17])[O-:18])[cH:8][cH:9][c:10]([NH:12][C:13]([CH3:14])=[O:15])[cH:11]1. Reactants: ClC1=NC=C(C(=O)OCC)C=C1 (ethyl 6-chloronicotinate), [OH-].[Li+] (lithium hydroxide), C(C)OC1=NC=C(C(=O)O)C=C1 (6-ethoxynicotinic acid). Run in CC(CO)C (2-methylpropan-1-ol). Reaction conditions: temperature 35 celsius. The product is C(C(C)C)OC1=NC=C(C(=O)O)C=C1 (6-isobutoxynicotinic acid). The yield is 25.0%. RXN SMILES: Cl[C:2]1[CH:12]=[CH:11][C:5]([C:6]([O:8]CC)=[O:7])=[CH:4][N:3]=1.[OH-].[Li+].C(OC1C=[CH:25][C:21]([C:22](O)=[O:23])=[CH:20]N=1)C>CC(C)CO>[CH2:22]([O:23][C:2]1[CH:12]=[CH:11][C:5]([C:6]([OH:8])=[O:7])=[CH:4][N:3]=1)[CH:21]([CH3:25])[CH3:20] |f:1.2|. Procedure: The title compound was synthesized as described for Intermediate example I-81 in 25% yield starting from ethyl 6-chloronicotinate and 2-methylpropan-1-ol. The reduction was performed using 3 equiv of lithium hydroxide, the reaction mixture was stirred at 35° C. over night. The product contains 58% of 6-ethoxynicotinic acid; MS (ESI) m/z 194[M−H+].